Dataset: the Open Reaction Database (ORD), a public repository of structured organic reaction records. Task: describe an organic reaction: reactants, conditions, products, and yield Reactants: [N+](=O)([O-])C1=CC=C(C=C1)CCCC(=O)O (4-(4-nitrophenyl)butyric acid), [H][H] (hydrogen), C(C)O (ethanol). The reagents and catalysts are [Pd] (palladium on carbon). Product: NC1=CC=C(C=C1)CCCC(=O)OCC (ethyl 4-(4-aminophenyl)butyrate). RXN SMILES: [N+:1]([C:4]1[CH:9]=[CH:8][C:7]([CH2:10][CH2:11][CH2:12][C:13]([OH:15])=[O:14])=[CH:6][CH:5]=1)([O-])=O.[H][H].[CH2:18](O)[CH3:19]>[Pd]>[NH2:1][C:4]1[CH:9]=[CH:8][C:7]([CH2:10][CH2:11][CH2:12][C:13]([O:15][CH2:18][CH3:19])=[O:14])=[CH:6][CH:5]=1. Procedure details: A solution of 10.0 g. of 4-(4-nitrophenyl)butyric acid in 150 ml. of ethanol containing 50 mg. of a 10% palladium on carbon catalyst is hydrogenated until the uptake of hydrogen ceases. After the system is purged with nitrogen and the solution is filtered through a celite pad, 3 ml. of boron trifluoride etherate is added and the solution is heated to reflux for 10 hours. Upon cooling and evaporation of the ethanol, a colorless residue is obtained. This product is recrystallized from ethanol-hexa... Starting materials: CO (MeOH), B (Borane), solution, BrC=1C=CC(=C(C(=O)O)C1)C (5-bromo-2-methyl-benzoic acid), ice water, Cl (HCl). The solvent is C1CCOC1 (THF), C1CCOC1 (THF). Run at time 15 minute. Yields the product BrC=1C=CC(=C(C1)CO)C ((5-Bromo-2-methylphenyl)methanol). Yield: 82.9%. RXN SMILES: B.[Br:2][C:3]1[CH:4]=[CH:5][C:6]([CH3:12])=[C:7]([CH:11]=1)[C:8](O)=[O:9].CO.Cl>C1COCC1>[Br:2][C:3]1[CH:4]=[CH:5][C:6]([CH3:12])=[C:7]([CH2:8][OH:9])[CH:11]=1. Reported procedure: Borane (10.80 mL of a 1M solution in THF, 10.80 mmol) was added to a cooled solution of 5-bromo-2-methyl-benzoic acid (116 mg, 0.54 mmol) in THF (15 mL), under nitrogen, at 0° C. (ice water bath) and the resulting mixture allowed to warm to rt overnight. The mixture was then treated with MeOH (10 mL) followed by aqueous HCl (2M, 20 mL) and the mixture stirred for about 15 minutes, concentrated under vacuum and then partitioned with EtOAc. The organic layer was washed with aqueous HCl (2M), water...